Dataset: the Open Reaction Database (ORD), a public repository of structured organic reaction records. Task: describe an organic reaction: reactants, conditions, products, and yield The reactants are N1C(CC2=CC=CC=C12)=O (oxindole), S1C(=CC=C1)C=O (thiophene-2-carboxaldehyde), N1CCCCC1 (piperidine). Run in C1=CC=CC=C1 (benzene). Product: S1C(=CC=C1)C=C1C(NC2=CC=CC=C12)=O (3-(2-Thienylmethylene)-indolin-2-one). The yield is 55.0%. RXN SMILES: [NH:1]1[C:9]2[C:4](=[CH:5][CH:6]=[CH:7][CH:8]=2)[CH2:3][C:2]1=[O:10].[S:11]1[CH:15]=[CH:14][CH:13]=[C:12]1[CH:16]=O.N1CCCCC1>C1C=CC=CC=1>[S:11]1[CH:15]=[CH:14][CH:13]=[C:12]1[CH:16]=[C:3]1[C:4]2[C:9](=[CH:8][CH:7]=[CH:6][CH:5]=2)[NH:1][C:2]1=[O:10]. Reported procedure: A mixture of oxindole (16.5 g, 0.12 mole), thiophene-2-carboxaldehyde (19.1 g, 0.17 mole) and piperidine (1 ml) in 200 ml of benzene is heated at reflux temperature for 4 hours, during which time water is separated by means of a Dean-Stark trap. Solvent is removed in vacuo and the residue is crystallized twice from ethanol to give 15 g of the product: m.p. 208.5°-210°.